This data is from the Open Reaction Database (ORD), a public repository of structured organic reaction records. The task is: describe an organic reaction: reactants, conditions, products, and yield The reactants are CCO, NCc1ccccc1Cl, c1ccc2c(-c3ccc(OCC4CO4)cc3)csc2c1. As a reaction SMILES: [CH3:30][CH2:31][OH:32].[Cl:21][c:22]1[c:23]([CH2:24][NH2:25])[cH:26][cH:27][cH:28][cH:29]1.[s:1]1[c:2]2[c:3]([c:4](-[c:6]3[cH:7][cH:8][c:9]([O:10][CH2:11][CH:12]4[O:13][CH2:14]4)[cH:15][cH:16]3)[cH:5]1)[cH:17][cH:18][cH:19][cH:20]2>>[s:1]1[c:2]2[c:3]([c:4](-[c:6]3[cH:7][cH:8][c:9]([O:10][CH2:11][CH:12]([OH:13])[CH2:14][NH:25][CH2:24][c:23]4[c:22]([Cl:21])[cH:29][cH:28][cH:27][cH:26]4)[cH:15][cH:16]3)[cH:5]1)[cH:17][cH:18][cH:19][cH:20]2. Yields the product OC(CNCc1ccccc1Cl)COc1ccc(-c2csc3ccccc23)cc1. Starting materials: ClC1=C(C=CC=C1)C1=C(C=C(C(N1)=O)C#N)C1=CC=C(C=C1)Cl (6-(2-Chlorophenyl)-5-(4-chlorophenyl)-2-oxo-1,2-dihydropyridine-3-carbonitrile), Ag2CO3, FC=1C=C(CBr)C=CC1F (3,4-difluorobenzyl bromide). The solvent is CN(C)C=O (DMF). Reaction conditions: temperature 75 celsius. Product: ClC1=C(C=CC=C1)C1=NC(=C(C#N)C=C1C1=CC=C(C=C1)Cl)OCC1=CC(=C(C=C1)F)F (6-(2-Chlorophenyl)-5-(4-chlorophenyl)-2-[(3,4-difluorobenzyl)-oxy]nicotinonitrile). As a reaction SMILES: [Cl:1][C:2]1[CH:7]=[CH:6][CH:5]=[CH:4][C:3]=1[C:8]1[NH:13][C:12](=[O:14])[C:11]([C:15]#[N:16])=[CH:10][C:9]=1[C:17]1[CH:22]=[CH:21][C:20]([Cl:23])=[CH:19][CH:18]=1.[F:24][C:25]1[CH:26]=[C:27]([CH:30]=[CH:31][C:32]=1[F:33])[CH2:28]Br>CN(C=O)C>[Cl:1][C:2]1[CH:7]=[CH:6][CH:5]=[CH:4][C:3]=1[C:8]1[C:9]([C:17]2[CH:18]=[CH:19][C:20]([Cl:23])=[CH:21][CH:22]=2)=[CH:10][C:11]([C:15]#[N:16])=[C:12]([O:14][CH2:28][C:27]2[CH:30]=[CH:31][C:32]([F:33])=[C:25]([F:24])[CH:26]=2)[N:13]=1. Procedure details: To the product of Step C (0.500 g, 1.465 mmol) was added Ag2CO3 (0.606 g, 2.198 mmol), DMF (8 mL), and 3,4-difluorobenzyl bromide (0.28 mL, 2.198 mmol). The reaction was heated to 75° C. for 75 min before cooling and filtering through Celite®545 diatomaceous earth. The solution was concentrated and the residue was purified by flash chromatography (silica gel) eluting with a gradient of 15 to 46% ethyl acetate/hexane affording the product. MS (electrospray) m/e 467.0 MH+ (Rt=4.7 min LC/MS). Starting materials: NC1=C(C(=O)O)C=CC(=C1I)C (2-Amino-3-iodo-4-methylbenzoic acid), C1=CC=NC=C1.F (HF-pyridine), N(=O)[O-].[Na+] (sodium nitrite). Run in ice water. Conditions: time 15 minute. Product: FC1=C(C(=O)O)C=CC(=C1I)C (2-fluoro-3-iodo-4-methylbenzoic acid). Isolated yield 89.0%. Reaction SMILES: N[C:2]1[C:10]([I:11])=[C:9]([CH3:12])[CH:8]=[CH:7][C:3]=1[C:4]([OH:6])=[O:5].C1C=CN=CC=1.[FH:19].N([O-])=O.[Na+]>>[F:19][C:2]1[C:10]([I:11])=[C:9]([CH3:12])[CH:8]=[CH:7][C:3]=1[C:4]([OH:6])=[O:5] |f:1.2,3.4|. Reported procedure: 2-Amino-3-iodo-4-methylbenzoic acid (3.9 g, 14 mmol) was added slowly at 0° C. to HF-pyridine (30 mL). The mixture was stirred for 15 min and then sodium nitrite (1.5 g, 21 mmol) was added slowly at 0° C. The resulting mixture was stirred at 0° C. for 15 min and warmed up to RT for 15 min, then heated at 90° C. for 1.5 h. The mixture was cooled to 50° C., ice-water (100 mL) was added and the mixture was extracted with EtOAc (3×80 mL). The combined organic extracts were washed with brine (100 mL)... The reactants are C1COCCOCCOCCOCCOCCO1 (18-crown-6), C1=NC=CC2=CC=CC=C12 (isoquinoline), [F-].[K+] (KF), ClC1=CC=C(C=O)C=C1 (4-chlorobenzaldehyde), FC(S(=O)(=O)OC1=C(C=C(C(=C1)C)C)[Si](C)(C)C)(F)F (4,5-dimethyl-2-(trimethylsilyl)phenyl trifluoromethanesulfonate), Pet. ether EtOAc. Run in C1CCOC1 (THF). Yields the product CC1=CC2=C(N3C(C4=CC=CC=C4C=C3)OC2C2=CC=CC=C2)C=C1C (8,9-dimethyl-6-phenyl-4bH,6H-benzo[4,5][1,3]oxazino[2,3-a]isoquinoline). Isolated yield 68.0%. Reaction SMILES: [CH:1]1[C:10]2[C:5](=[CH:6][CH:7]=[CH:8][CH:9]=2)[CH:4]=[CH:3][N:2]=1.Cl[C:12]1[CH:19]=[CH:18][C:15]([CH:16]=[O:17])=[CH:14][CH:13]=1.FC(F)(F)S(O[C:26]1[CH:31]=[C:30]([CH3:32])[C:29]([CH3:33])=[CH:28][C:27]=1[Si](C)(C)C)(=O)=O.[F-].[K+].C1OCCOCCOCCOCCOCCOC1>C1COCC1>[CH3:33][C:29]1[C:30]([CH3:32])=[CH:31][C:26]2[N:2]3[CH:3]=[CH:4][C:5]4[C:10](=[CH:9][CH:8]=[CH:7][CH:6]=4)[CH:1]3[O:17][CH:16]([C:15]3[CH:18]=[CH:19][CH:12]=[CH:13][CH:14]=3)[C:27]=2[CH:28]=1 |f:3.4|. Procedure: Following the general procedure, treatment of isoquinoline (0.064 g, 59 μL, 0.50 mmol) and 4-chlorobenzaldehyde (0.105 g, 0.75 mmol) with 4,5-dimethyl-2-(trimethylsilyl)phenyl trifluoromethanesulfonate (0.196 g, 0.60 mmol) in the presence of KF (0.070 g, 1.2 mmol) and 18-crown-6 (0.317 g, 1.2 mmol) in THF (2.0 mL) at −10° C. to room temperature for 12 hrs followed by flash column chromatography (Pet. ether/EtOAc=90/10) of the crude reaction mixture afforded 8,9-dimethyl-6-phenyl-4bH,6H-benzo[4,5... Starting materials: CCOCC.ClC(=O)[O-] (Ether chloroformate), SCCC(=O)N1[C@H](C(=O)O)CCC1 (3-mercaptopropanoyl-L-proline). Run in C([O-])(O)=O.[Na+] (sodium bicarbonate). Reaction conditions: time 2 hour. The product is C(C)OC(=O)SCCC(=O)N1[C@H](C(=O)O)CCC1 (1-[3-[[(ethoxy)carbonyl]thio]propanoyl]-L-proline). Reaction SMILES: C[CH2:2][O:3][CH2:4][CH3:5].ClC([O-])=[O:8].[SH:10][CH2:11][CH2:12][C:13]([N:15]1[CH2:22][CH2:21][CH2:20][C@H:16]1[C:17]([OH:19])=[O:18])=[O:14]>C(=O)(O)[O-].[Na+]>[CH2:4]([O:3][C:2]([S:10][CH2:11][CH2:12][C:13]([N:15]1[CH2:22][CH2:21][CH2:20][C@H:16]1[C:17]([OH:19])=[O:18])=[O:14])=[O:8])[CH3:5] |f:0.1,3.4|. Procedure details: Ether chloroformate (1.2 g.) is added to a solution of 3-mercaptopropanoyl-L-proline [2.03 g.) in normal sodium bicarbonate (30 ml.) and the mixture is stirred vigorously at 5° for one hour, and for two hours at room temperature. After acidification with concentrated hydrochloric acid, the mixture is extracted with ethyl acetate. The organic phase is washed with water, dried over magnesium sulfate, and concentrated to dryness to yield 1-[3-[[(ethoxy)carbonyl]thio]propanoyl]-L-proline. Reaction SMILES: [C:1]([C:4]1[N:5]=[C:6]2[C:12]3[CH:13]=[C:14]([C:18]#[C:19][C:20]([OH:23])([CH3:22])[CH3:21])[C:15]([F:17])=[CH:16][C:11]=3[O:10][CH2:9][CH2:8][N:7]2[C:24]=1[C:25](O)=[O:26])(=[O:3])[NH2:2].NC(C)(C)C#N>>[F:17][C:15]1[C:14]([C:18]#[C:19][C:20]([OH:23])([CH3:21])[CH3:22])=[CH:13][C:12]2[C:6]3[N:7]([C:24]([CH2:25][OH:26])=[C:4]([C:1]([NH2:2])=[O:3])[N:5]=3)[CH2:8][CH2:9][O:10][C:11]=2[CH:16]=1. Starting materials: C(N)(=O)C=1N=C2N(CCOC3=C2C=C(C(=C3)F)C#CC(C)(C)O)C1C(=O)O (2-Carbamoyl-9-fluoro-10-(3-hydroxy-3-methyl-but-1-yn yl)-5,6-dihydroimidazo[1,2-d][1,4]benzoxazepine-3-carboxylic acid), NC(C#N)(C)C (2-amino-2-methylpropionitrile). Reported procedure: 2-Carbamoyl-9-fluoro-10-(3-hydroxy-3-methyl-but-1-yn yl)-5,6-dihydroimidazo[1,2-d][1,4]benzoxazepine-3-carboxylic acid (0.09 g) was reacted with 2-amino-2-methylpropionitrile similar to as described in Example 2 to afford 20.8 mg of 9-fluoro-3-(hydroxymethyl)-10-(3-hydroxy-3-methyl-but-1-ynyl)-5,6-dihydroimidazo[1,2-d][1,4]benzoxazepine-2-carboxamide following reverse phase hplc purification. MS (Q1) 440 (M)+. 1H NMR (400 MHz, DMSO) δ 12.25 (s, 1H), 8.65 (d, J=8.4 Hz, 1H), 8.58 (s, 1H), 8.07 (s,... The product is FC1=CC2=C(C=3N(CCO2)C(=C(N3)C(=O)N)CO)C=C1C#CC(C)(C)O (9-fluoro-3-(hydroxymethyl)-10-(3-hydroxy-3-methyl-but-1-ynyl)-5,6-dihydroimidazo[1,2-d][1,4]benzoxazepine-2-carboxamide). The yield is 24.0%. The reactants are ClC=1C(=C2C(=NC1)N(N=C2)CC2=CC=C(C=C2)OC)N2CCN(CC2)C(=O)OC(C)(C)C (tert-butyl 4-(5-chloro-1-(4-methoxybenzyl)-1H-pyrazolo[3,4-b]pyridin-4-yl)piperazine-1-carboxylate), C(=O)(C(F)(F)F)O.C(Cl)Cl (TFA CH2Cl2). Reaction conditions: time 30 minute. The product is FC(C(=O)O)(F)F.ClC=1C(=C2C(=NC1)N(N=C2)CC2=CC=C(C=C2)OC)N2CCNCC2 (5-chloro-1-(4-methoxybenzyl)-4-(piperazin-1-yl)-1H-pyrazolo[3,4-b]pyridine 2,2,2-trifluoroacetate). RXN SMILES: [Cl:1][C:2]1[C:3]([N:20]2[CH2:25][CH2:24][N:23](C(OC(C)(C)C)=O)[CH2:22][CH2:21]2)=[C:4]2[CH:10]=[N:9][N:8]([CH2:11][C:12]3[CH:17]=[CH:16][C:15]([O:18][CH3:19])=[CH:14][CH:13]=3)[C:5]2=[N:6][CH:7]=1.[C:33]([OH:39])([C:35]([F:38])([F:37])[F:36])=[O:34].C(Cl)Cl>>[F:36][C:35]([F:38])([F:37])[C:33]([OH:39])=[O:34].[Cl:1][C:2]1[C:3]([N:20]2[CH2:21][CH2:22][NH:23][CH2:24][CH2:25]2)=[C:4]2[CH:10]=[N:9][N:8]([CH2:11][C:12]3[CH:17]=[CH:16][C:15]([O:18][CH3:19])=[CH:14][CH:13]=3)[C:5]2=[N:6][CH:7]=1 |f:1.2,3.4|. Procedure details: 25% TFA/CH2Cl2 (10 mL) was added to tert-butyl 4-(5-chloro-1-(4-methoxybenzyl)-1H-pyrazolo[3,4-b]pyridin-4-yl)piperazine-1-carboxylate (430 mg, 0.939 mmol), and the solution was stirred at room temperature. After 30 minutes, the solvent was removed under reduced pressure. The resulting residue was evaporated from toluene (3×10 mL) and dried under high vacuum for 18 hours to provide 5-chloro-1-(4-methoxybenzyl)-4-(piperazin-1-yl)-1H-pyrazolo[3,4-b]pyridine 2,2,2-trifluoroacetate. Neat TFA (10 mL)...